Dataset: the Open Reaction Database (ORD), a public repository of structured organic reaction records. Task: describe an organic reaction: reactants, conditions, products, and yield Reactants: CCC(=O)CBr, Cc1ccccc1, CCN(C(C)C)C(C)C, CC(C)c1cccc(N)c1, O=C(Cl)Cc1cccc(Cl)c1, O, c1ccncc1. Yields the product CCC(=O)CN(C(=O)Cc1cccc(Cl)c1)c1cccc(C(C)C)c1. As a reaction SMILES: [CH2:20]([CH3:21])[C:22](=[O:23])[CH2:24][Br:25].[CH3:37][c:38]1[cH:39][cH:40][cH:41][cH:42][cH:43]1.[CH:11]([N:12]([CH:13]([CH3:14])[CH3:15])[CH2:16][CH3:17])([CH3:18])[CH3:19].[CH:1]([CH3:2])([CH3:3])[c:4]1[cH:5][c:6]([NH2:7])[cH:8][cH:9][cH:10]1.[Cl:26][c:27]1[cH:28][c:29]([CH2:33][C:34](=[O:35])[Cl:36])[cH:30][cH:31][cH:32]1.[OH2:44].[cH:45]1[cH:46][cH:47][n:48][cH:49][cH:50]1>>[CH:1]([CH3:2])([CH3:3])[c:4]1[cH:5][c:6]([N:7]([CH2:24][C:22]([CH2:20][CH3:21])=[O:23])[C:34]([CH2:33][c:29]2[cH:28][c:27]([Cl:26])[cH:32][cH:31][cH:30]2)=[O:35])[cH:8][cH:9][cH:10]1. Reactants: 32, FC1=CC=C(C(=O)C2CCN(CC2)C(C#N)C)C=C1 (4-(4-fluorobenzoyl)-α-methyl-1-piperidineacetonitrile), N (ammonia), [H][H] (hydrogen). Reagents/catalysts: [Ni] (Raney-nickel). The solvent is CO (methanol). Yields the product 32, NCC(C)N1CCC(CC1)C(=O)C1=CC=C(C=C1)F ([1-(2-amino-1-methylethyl)-4-piperidinyl] (4-fluorophenyl)methanone). Isolated yield 100.0%. Reaction SMILES: [F:1][C:2]1[CH:19]=[CH:18][C:5]([C:6]([CH:8]2[CH2:13][CH2:12][N:11]([CH:14]([CH3:17])[C:15]#[N:16])[CH2:10][CH2:9]2)=[O:7])=[CH:4][CH:3]=1.N.[H][H]>[Ni].CO>[NH2:16][CH2:15][CH:14]([N:11]1[CH2:12][CH2:13][CH:8]([C:6]([C:5]2[CH:4]=[CH:3][C:2]([F:1])=[CH:19][CH:18]=2)=[O:7])[CH2:9][CH2:10]1)[CH3:17]. Procedure: A mixture of 32 parts of 4-(4-fluorobenzoyl)-α-methyl-1-piperidineacetonitrile and 400 parts of methanol, saturated with ammonia is hydrogenated in the Parr-apparatus at 25° C. with 5 parts of Raney-nickel catalyst. After the calculated amount of hydrogen is taken up, the catalyst is filtered off and the filtrate is evaporated. The residue is taken up in methylbenzene and the latter is evaporated again. The residue is dissolved in 2,2'-oxybispropane and the solution is filtered till clear. The s... Starting materials: O=C([O-])[O-], CC1(C)c2cccc(P(c3ccccc3)c3ccccc3)c2Oc2c(P(c3ccccc3)c3ccccc3)cccc21, CC1(C)C=C(c2ccc(Cl)cc2)c2ccc(OS(=O)(=O)C(F)(F)F)cc2O1, [Cs+], [Cs+], O=C(C=Cc1ccccc1)C=Cc1ccccc1, O=C(C=Cc1ccccc1)C=Cc1ccccc1, C1COCCO1, O=C(C=Cc1ccccc1)C=Cc1ccccc1, [Pd], [Pd], CS(N)(=O)=O. Yields the product CC1(C)C=C(c2ccc(Cl)cc2)c2ccc(NS(C)(=O)=O)cc2O1. RXN SMILES: [C:33](=[O:34])([O-:35])[O-:36].[CH3:39][C:40]1([CH3:41])[c:42]2[cH:43][cH:44][cH:45][c:46]([P:47]([c:48]3[cH:49][cH:50][cH:51][cH:52][cH:53]3)[c:54]3[cH:55][cH:56][cH:57][cH:58][cH:59]3)[c:60]2[O:61][c:62]2[c:63]1[cH:64][cH:65][cH:66][c:67]2[P:68]([c:69]1[cH:70][cH:71][cH:72][cH:73][cH:74]1)[c:75]1[cH:76][cH:77][cH:78][cH:79][cH:80]1.[Cl:1][c:2]1[cH:3][cH:4][c:5]([C:8]2=[CH:9][C:10]([CH3:26])([CH3:27])[O:11][c:12]3[cH:13][c:14]([O:18][S:19]([C:20]([F:21])([F:22])[F:23])(=[O:24])=[O:25])[cH:15][cH:16][c:17]32)[cH:6][cH:7]1.[Cs+:37].[Cs+:38].[O:101]=[C:102]([CH:103]=[CH:104][c:105]1[cH:106][cH:107][cH:108][cH:109][cH:110]1)[CH:111]=[CH:112][c:113]1[cH:114][cH:115][cH:116][cH:117][cH:118]1.[O:119]=[C:120]([CH:121]=[CH:122][c:123]1[cH:124][cH:125][cH:126][cH:127][cH:128]1)[CH:129]=[CH:130][c:131]1[cH:132][cH:133][cH:134][cH:135][cH:136]1.[O:137]1[CH2:138][CH2:139][O:140][CH2:141][CH2:142]1.[O:83]=[C:84]([CH:85]=[CH:86][c:87]1[cH:88][cH:89][cH:90][cH:91][cH:92]1)[CH:93]=[CH:94][c:95]1[cH:96][cH:97][cH:98][cH:99][cH:100]1.[Pd:81].[Pd:82].[S:28](=[O:29])(=[O:30])([CH3:31])[NH2:32]>>[Cl:1][c:2]1[cH:3][cH:4][c:5]([C:8]2=[CH:9][C:10]([CH3:26])([CH3:27])[O:11][c:12]3[cH:13][c:14]([NH:32][S:28](=[O:29])(=[O:30])[CH3:31])[cH:15][cH:16][c:17]32)[cH:6][cH:7]1. Reactants: CC(C)(C)c1ccc(CCC(O)CC2CCCCC2)cc1NC(=O)CC1c2ccccc2Oc2ccccc21, ClCCl, CN(C)c1ccncc1, C(=NC1CCCCC1)=NC1CCCCC1, Cl, c1ccncc1, O=C(O)Cn1ccnc1. Product: CC(C)(C)c1ccc(CCC(CC2CCCCC2)OC(=O)Cn2ccnc2)cc1NC(=O)CC1c2ccccc2Oc2ccccc21, Cl. Reaction SMILES: [C:1]([CH3:2])([CH3:3])([CH3:4])[c:5]1[c:6]([NH:22][C:23]([CH2:24][CH:25]2[c:26]3[cH:27][cH:28][cH:29][cH:30][c:31]3[O:32][c:33]3[cH:34][cH:35][cH:36][cH:37][c:38]32)=[O:39])[cH:7][c:8]([CH2:11][CH2:12][CH:13]([CH2:14][CH:15]2[CH2:16][CH2:17][CH2:18][CH2:19][CH2:20]2)[OH:21])[cH:9][cH:10]1.[CH2:80]([Cl:81])[Cl:82].[CH3:71][N:72]([c:73]1[cH:74][cH:75][n:76][cH:77][cH:78]1)[CH3:79].[CH:40]1([N:41]=[C:42]=[N:43][CH:44]2[CH2:45][CH2:46][CH2:47][CH2:48][CH2:49]2)[CH2:50][CH2:51][CH2:52][CH2:53][CH2:54]1.[ClH:61].[cH:55]1[cH:56][cH:57][n:58][cH:59][cH:60]1.[n:62]1([CH2:67][C:68](=[O:69])[OH:70])[cH:63][n:64][cH:65][cH:66]1>>[C:1]([CH3:2])([CH3:3])([CH3:4])[c:5]1[c:6]([NH:22][C:23]([CH2:24][CH:25]2[c:26]3[cH:27][cH:28][cH:29][cH:30][c:31]3[O:32][c:33]3[cH:34][cH:35][cH:36][cH:37][c:38]32)=[O:39])[cH:7][c:8]([CH2:11][CH2:12][CH:13]([CH2:14][CH:15]2[CH2:16][CH2:17][CH2:18][CH2:19][CH2:20]2)[O:21][C:68]([CH2:67][n:62]2[cH:63][n:64][cH:65][cH:66]2)=[O:69])[cH:9][cH:10]1.[ClH:61]. Reactants: CC1(OB(OC1(C)C)C1=CC=C(C=C1)[C@H](CNS(=O)(=O)C(C)C)C)C ((2R)-propane-2-sulfonic acid {2-[4-(4,4,5,5-tetramethyl-[1,3,2]dioxaborolan-2-yl)-phenyl]-propyl}-amide), C(#N)C=1C=C(C(=O)OCC)C=CC1OS(=O)(=O)C(F)(F)F (Ethyl 3-Cyano-4-trifluoromethanesulfonyloxy-benzoate), ice water, C(Cl)Cl (DCM), CC(=O)[O-].[K+] (KOAc). Reagents/catalysts: C1=CC=C(C=C1)P([C-]2C=CC=C2)C3=CC=CC=C3.C1=CC=C(C=C1)P([C-]2C=CC=C2)C3=CC=CC=C3.Cl[Pd]Cl.[Fe+2] (PdCl2(dppf)). Run in COCCOC (DME), O (H2O), CCO (EtOH). Yields the product C(#N)C1=C(C=CC(=C1)C(=O)OCC)C1=CC=C(C=C1)[C@@H](CNS(=O)(=O)C(C)C)C (1-(S)-Ethyl 2-Cyano-4′-[1-methyl-2-(propane-2-sulfonylamino)-ethyl]-biphenyl-4-carboxylate). Yield: 74.0%. RXN SMILES: CC1(C)C(C)(C)OB([C:9]2[CH:14]=[CH:13][C:12]([C@@H:15]([CH3:24])[CH2:16][NH:17][S:18]([CH:21]([CH3:23])[CH3:22])(=[O:20])=[O:19])=[CH:11][CH:10]=2)O1.[C:26]([C:28]1[CH:29]=[C:30]([CH:36]=[CH:37][C:38]=1OS(C(F)(F)F)(=O)=O)[C:31]([O:33][CH2:34][CH3:35])=[O:32])#[N:27].C(Cl)Cl.CC([O-])=O.[K+]>COCCOC.C1C=CC(P(C2C=CC=CC=2)[C-]2C=CC=C2)=CC=1.C1C=CC(P(C2C=CC=CC=2)[C-]2C=CC=C2)=CC=1.Cl[Pd]Cl.[Fe+2].O.CCO>[C:26]([C:28]1[CH:29]=[C:30]([C:31]([O:33][CH2:34][CH3:35])=[O:32])[CH:36]=[CH:37][C:38]=1[C:9]1[CH:10]=[CH:11][C:12]([C@H:15]([CH3:24])[CH2:16][NH:17][S:18]([CH:21]([CH3:22])[CH3:23])(=[O:19])=[O:20])=[CH:13][CH:14]=1)#[N:27] |f:3.4,6.7.8.9|. Procedure details: Stir a solution of (2R)-propane-2-sulfonic acid {2-[4-(4,4,5,5-tetramethyl-[1,3,2]dioxaborolan-2-yl)-phenyl]-propyl}-amide (50 g, 136.2 mmol), Ethyl 3-Cyano-4-trifluoromethanesulfonyloxy-benzoate (40 g, 123.8 mmol), PdCl2(dppf).DCM (3.03 g, 3.71 mmol) and KOAc (36.43 g, 371.4 mmol) in DME:EtOH:H2O (200 mL/200 mL/200 mL) under nitrogen at 80° C. for 50 minutes. Pour the reaction mixture into ice-water and extract it with EtOAc. Wash the organic layer with water and saturated aq. sodium chloride s... Reactants: ClC1=C(C=C(N=N1)NN)N1CCC=CC1 ([6-chloro-5-(3,6-dihydro-2H-pyridin-1-yl)-pyridazin-3-yl]hydrazine), C(C1=CC=CC=C1)=O (benzaldehyde). Solvent: Cl (HCl), O (water). Reaction conditions: temperature 50 celsius. Yields the product C(C1=CC=CC=C1)=NNC=1N=NC(=C(C1)N1CCC=CC1)Cl (N-Benzylidene-N′-[6-chloro-5-(3,6-dihydro-2H-pyridin-1-yl)pyridazin-3-yl]hydrazine). Isolated yield 90.0%. Reaction SMILES: [Cl:1][C:2]1[N:7]=[N:6][C:5]([NH:8][NH2:9])=[CH:4][C:3]=1[N:10]1[CH2:15][CH:14]=[CH:13][CH2:12][CH2:11]1.[CH:16](=O)[C:17]1[CH:22]=[CH:21][CH:20]=[CH:19][CH:18]=1>Cl.O>[CH:16](=[N:9][NH:8][C:5]1[N:6]=[N:7][C:2]([Cl:1])=[C:3]([N:10]2[CH2:11][CH:12]=[CH:13][CH2:14][CH2:15]2)[CH:4]=1)[C:17]1[CH:22]=[CH:21][CH:20]=[CH:19][CH:18]=1. Procedure details: To a suspension of [6-chloro-5-(3,6-dihydro-2H-pyridin-1-yl)-pyridazin-3-yl]hydrazine (1.0 g) in 0.1 M HCl (40 ml) at room temperature was added benzaldehyde (1.05 eq.). The mixture was heated at 50° C. for 2 hours then allowed to cool, diluted with water (100 ml) and filtered. The resulting solid was dried in vacuo, and isolated as a yellow solid (1.25 g, 90%). 1H NMR (250 MHz, CDCl3) 11.65 (1H, br s), 8.31 (1H, s), 7.73 (2H, m), 7.38 (2H, m), 7.04 (1H, s), 5.97 (1H, m), 5.83 (1H, m), 3.80 (2H,... The reactants are COC=1C=C(C=CC1C1=CN=CS1)N (3-methoxy-4-thiazol-5-yl-phenylamine), C(C1=CC=CC=C1)C1=NC(=NC(=C1)C)Cl (4-benzyl-2-chloro-6-methyl-pyrimidine). Yields the product C(C1=CC=CC=C1)C1=NC(=NC(=C1)C)NC1=CC(=C(C=C1)C1=CN=CS1)OC ((4-Benzyl-6-methyl-pyrimidin-2-yl)-(3-methoxy-4-thiazol-5-yl-phenyl)-amine). Reaction SMILES: [CH3:1][O:2][C:3]1[CH:4]=[C:5]([NH2:14])[CH:6]=[CH:7][C:8]=1[C:9]1[S:13][CH:12]=[N:11][CH:10]=1.[CH2:15]([C:22]1[CH:27]=[C:26]([CH3:28])[N:25]=[C:24](Cl)[N:23]=1)[C:16]1[CH:21]=[CH:20][CH:19]=[CH:18][CH:17]=1>>[CH2:15]([C:22]1[CH:27]=[C:26]([CH3:28])[N:25]=[C:24]([NH:14][C:5]2[CH:6]=[CH:7][C:8]([C:9]3[S:13][CH:12]=[N:11][CH:10]=3)=[C:3]([O:2][CH3:1])[CH:4]=2)[N:23]=1)[C:16]1[CH:17]=[CH:18][CH:19]=[CH:20][CH:21]=1. Reported procedure: The title compound was prepared from 3-methoxy-4-thiazol-5-yl-phenylamine (118 mg, 0.57 mmol) and 4-benzyl-2-chloro-6-methyl-pyrimidine (125 mg, 0.57 mmol) in analogous manner to the procedure described in example 1e). Obtained as a colorless wax (70 mg, 32%).